From a dataset of the Open Reaction Database (ORD), a public repository of structured organic reaction records. describe an organic reaction: reactants, conditions, products, and yield The reactants are CC(=O)OC(C)=O, Cc1cc(C)c(C)c(O)c1, ClCCl, O, c1ccncc1. The product is CC(=O)Oc1cc(C)cc(C)c1C. As a reaction SMILES: [CH3:17][C:18](=[O:19])[O:20][C:21](=[O:22])[CH3:23].[CH3:1][c:2]1[cH:3][c:4]([CH3:5])[c:6]([CH3:7])[c:8]([OH:9])[cH:10]1.[Cl:25][CH2:26][Cl:27].[OH2:24].[cH:11]1[cH:12][cH:13][n:14][cH:15][cH:16]1>>[CH3:1][c:2]1[cH:3][c:4]([CH3:5])[c:6]([CH3:7])[c:8]([O:9][C:18]([CH3:17])=[O:19])[cH:10]1. Reactants: CC(=O)OC(C)=O, CCOC(=O)C1=C(O)c2cc3ccccc3n2CC1C(=O)OCC, c1ccncc1. The product is CCOC(=O)C1=C(OC(C)=O)c2cc3ccccc3n2CC1C(=O)OCC. As a reaction SMILES: [CH3:25][C:26](=[O:27])[O:28][C:29](=[O:30])[CH3:31].[OH:1][C:2]1=[C:3]([C:20](=[O:21])[O:22][CH2:23][CH3:24])[CH:4]([C:15](=[O:16])[O:17][CH2:18][CH3:19])[CH2:5][n:6]2[c:7]1[cH:8][c:9]1[cH:10][cH:11][cH:12][cH:13][c:14]21.[cH:32]1[cH:33][cH:34][n:35][cH:36][cH:37]1>>[O:1]([C:2]1=[C:3]([C:20](=[O:21])[O:22][CH2:23][CH3:24])[CH:4]([C:15](=[O:16])[O:17][CH2:18][CH3:19])[CH2:5][n:6]2[c:7]1[cH:8][c:9]1[cH:10][cH:11][cH:12][cH:13][c:14]21)[C:26]([CH3:25])=[O:27]. The reactants are CC(C)([O-])C (t-butoxide), C(C=C)OC(=O)N1[C@@H](C[C@H](C1)OS(=O)(=O)C)CN1C(CN(CC1)C)=O ((2S,4R)-1-allyloxycarbonyl-2-(2-oxo-4-methylpiperazin-1-yl) methyl-4-(methanesulfonyloxy)pyrrolidine), O (water), C(C)(=S)O (thioacetic acid). Run in CN(C=O)C (N,N-dimethylformamide), CN(C=O)C (N,N-dimethylformamide). Yields the product C(C)(=O)S[C@H]1C[C@H](N(C1)C(=O)OCC=C)CN1C(CN(CC1)C)=O ((2S,4S)-4-acetylthio-1-allyloxycarbonyl-2-(2-oxo-4-methylpiperazin-1-yl) methylpyrrolidine). Reaction SMILES: CC(C)([O-])C.[C:6]([OH:9])(=[S:8])[CH3:7].[CH2:10]([O:13][C:14]([N:16]1[CH2:20][C@H:19](OS(C)(=O)=O)[CH2:18][C@H:17]1[CH2:26][N:27]1[CH2:32][CH2:31][N:30]([CH3:33])[CH2:29][C:28]1=[O:34])=[O:15])[CH:11]=[CH2:12].O>CN(C)C=O>[C:6]([S:8][C@@H:19]1[CH2:20][N:16]([C:14]([O:13][CH2:10][CH:11]=[CH2:12])=[O:15])[C@H:17]([CH2:26][N:27]2[CH2:32][CH2:31][N:30]([CH3:33])[CH2:29][C:28]2=[O:34])[CH2:18]1)(=[O:9])[CH3:7]. Procedure: To a solution of pottasium t-butoxide (1.24 g) in N,N-dimethylformamide (15 ml) was dropwise added thioacetic acid (0.85 ml) under ice cooling with stirring. The mixture was stirred at the same temperature for 30 minutes. To the solution of (2S,4R)-1-allyloxycarbonyl-2-(2-oxo-4-methylpiperazin-1-yl) methyl-4-(methanesulfonyloxy)pyrrolidine (3.19 g) in N,N-dimethylformamide (15 ml) was added the mixture obtained above at ambient temperature with stirring. The mixture was stirred at 80°-90° C. for... Reactants: CC(Oc1cc(-n2cnc3cnc(CO[Si](C)(C)C(C)(C)C)cc32)sc1C(N)=O)c1ccccc1C(F)(F)F, CCCC[N+](CCCC)(CCCC)CCCC, C1CCOC1, [F-]. The product is CC(Oc1cc(-n2cnc3cnc(CO)cc32)sc1C(N)=O)c1ccccc1C(F)(F)F. RXN SMILES: [C:1]([Si:2]([CH3:3])([CH3:4])[O:6][CH2:7][c:8]1[cH:9][c:10]2[c:11]([cH:12][n:13]1)[n:14][cH:15][n:16]2-[c:17]1[cH:18][c:19]([O:25][CH:26]([CH3:27])[c:28]2[c:29]([C:34]([F:35])([F:36])[F:37])[cH:30][cH:31][cH:32][cH:33]2)[c:20]([C:22](=[O:23])[NH2:24])[s:21]1)([CH3:5])([CH3:38])[CH3:39].[CH2:41]([N+:42]([CH2:43][CH2:44][CH2:45][CH3:46])([CH2:47][CH2:48][CH2:49][CH3:50])[CH2:51][CH2:52][CH2:53][CH3:54])[CH2:55][CH2:56][CH3:57].[CH2:58]1[O:59][CH2:60][CH2:61][CH2:62]1.[F-:40]>>[OH:6][CH2:7][c:8]1[cH:9][c:10]2[c:11]([cH:12][n:13]1)[n:14][cH:15][n:16]2-[c:17]1[cH:18][c:19]([O:25][CH:26]([CH3:27])[c:28]2[c:29]([C:34]([F:35])([F:36])[F:37])[cH:30][cH:31][cH:32][cH:33]2)[c:20]([C:22](=[O:23])[NH2:24])[s:21]1. Starting materials: NC(=O)N (Urea), CC(C(=O)N1CCOCC1)(C)C=1C=NC=C(C1)C=1C=NC=2NCCCC2C1 (2-methyl-1-morpholin-4-yl-2-[5-(5,6,7,8-tetrahydro-[1,8]naphthyridin-3-yl)-pyridin-3-yl]-propan-1-one). Product: CC(C(=O)N1CCOCC1)(C)C=1C=C(C=NC1)C=1C=C2CCCN(C2=NC1)C(=O)N (6-[5-(1,1-Dimethyl-2-morpholin-4-yl-2-oxo-ethyl)-pyridin-3-yl]-3,4-dihydro-2H-[1,8]naphthyridine-1-carboxylic acid amide). As a reaction SMILES: [NH2:1][C:2]([NH2:4])=[O:3].[CH3:5][C:6]([C:16]1[CH:17]=[N:18][CH:19]=[C:20]([C:22]2[CH:23]=[N:24][C:25]3N[CH2:27][CH2:28][CH2:29][C:30]=3[CH:31]=2)[CH:21]=1)([CH3:15])[C:7]([N:9]1[CH2:14][CH2:13][O:12][CH2:11][CH2:10]1)=[O:8]>>[CH3:5][C:6]([C:16]1[CH:21]=[C:20]([C:22]2[CH:31]=[C:30]3[C:25](=[N:24][CH:23]=2)[N:1]([C:2]([NH2:4])=[O:3])[CH2:27][CH2:28][CH2:29]3)[CH:19]=[N:18][CH:17]=1)([CH3:15])[C:7]([N:9]1[CH2:10][CH2:11][O:12][CH2:13][CH2:14]1)=[O:8]. Procedure details: The titled product is synthesized according to the procedure of Urea Formation Method II using 2-methyl-1-morpholin-4-yl-2-[5-(5,6,7,8-tetrahydro-[1,8]naphthyridin-3-yl)-pyridin-3-yl]-propan-1-one. Starting materials: N1([C@@H]2[C@H](CC1)CNC2)C2=CC=C(C=C2)C2=CC=C(C=C2)N2N=CC=CC2=O (2-(4′-((3aR,6aR)-hexahydropyrrolo[3,4-b]pyrrol-1(2H)-yl)biphenyl-4-yl)pyridazin-3(2H)-one), C1(CCC1)=O (cyclobutanone), C(C)(=O)O[BH-](OC(C)=O)OC(C)=O.[Na+] (sodium triacetoxyborohydride). Product: C1(CCC1)N1C[C@@H]2N(CC[C@@H]2C1)C1=CC=C(C=C1)C1=CC=C(C=C1)N1N=CC=CC1=O (2-{4′-[(3aR,6aR)-5-cyclobutylhexahydropyrrolo[3,4-b]pyrrol-1(2H)-yl]-1,1′-biphenyl-4-yl}pyridazin-3(2H)-one). RXN SMILES: [N:1]1([C:9]2[CH:14]=[CH:13][C:12]([C:15]3[CH:20]=[CH:19][C:18]([N:21]4[C:26](=[O:27])[CH:25]=[CH:24][CH:23]=[N:22]4)=[CH:17][CH:16]=3)=[CH:11][CH:10]=2)[CH2:5][CH2:4][C@@H:3]2[CH2:6][NH:7][CH2:8][C@H:2]12.[C:28]1(=O)[CH2:31][CH2:30][CH2:29]1.C(O[BH-](OC(=O)C)OC(=O)C)(=O)C.[Na+]>>[CH:28]1([N:7]2[CH2:6][C@@H:3]3[C@@H:2]([N:1]([C:9]4[CH:14]=[CH:13][C:12]([C:15]5[CH:20]=[CH:19][C:18]([N:21]6[C:26](=[O:27])[CH:25]=[CH:24][CH:23]=[N:22]6)=[CH:17][CH:16]=5)=[CH:11][CH:10]=4)[CH2:5][CH2:4]3)[CH2:8]2)[CH2:31][CH2:30][CH2:29]1 |f:2.3|. Reported procedure: The product from Example 85B (0.033 g, 0.092 mmol), cyclobutanone (8.00 μL, 0.101 mmol), and sodium triacetoxyborohydride (0.025 g, 0.0.120 mmol) were processed as described in Example 85C to provide the title compound. 1H NMR (300 MHz, CDCl3) δ ppm 7.91 (d, J=1.7 Hz, 1H), 7.63 (s, 4H), 7.50 (d, J=8.5 Hz, 2H), 7.23 (d, J=3.7 Hz, 1H), 7.07 (d, J=8.8 Hz, 1H), 6.65 (d, J=8.5 Hz, 2H), 4.13-4.24 (m, 1H), 3.52 (q, 1H), 3.32 (q, J=7.3 Hz, 1H), 2.74-3.04 (m, 3H), 2.63 (t, 1H), 2.46 (dd, J=9.3, 2.2 Hz, 1... The reactants are ice water, C[Si](CCOCN1C(=NC=C1)C=O)(C)C (1-[[2-(trimethylsilyl)ethoxy]methyl]-1H-imidazole-2-carboxaldehyde), [H-].[Al+3].[Li+].[H-].[H-].[H-] (lithium aluminum hydride). Solvent: CCOCC (ether), CCOCC (ether). Reaction conditions: time 4 hour. The product is C[Si](CCOCN1C(=NC=C1)CO)(C)C (1-[[2-(Trimethylsilyl)ethoxy]methyl]-1H-imidazole-2-methanol). Yield: 89.6%. RXN SMILES: [CH3:1][Si:2]([CH3:15])([CH3:14])[CH2:3][CH2:4][O:5][CH2:6][N:7]1[CH:11]=[CH:10][N:9]=[C:8]1[CH:12]=[O:13].[H-].[Al+3].[Li+].[H-].[H-].[H-]>CCOCC>[CH3:1][Si:2]([CH3:15])([CH3:14])[CH2:3][CH2:4][O:5][CH2:6][N:7]1[CH:11]=[CH:10][N:9]=[C:8]1[CH2:12][OH:13] |f:1.2.3.4.5.6|. Procedure: A solution of 1-[[2-(trimethylsilyl)ethoxy]methyl]-1H-imidazole-2-carboxaldehyde (prepared according to procedures described by J. P. Whitten et al., J. Org. Chem., 51 (1986), 1891) (9.95 g, 44.0 mmol) in dry ether (40 ml) was dropped into a suspension of lithium aluminum hydride (0.42 g, 12.0 mmol) in dry ether (40 ml) and stirring was continued for 4 hours at room temperature. Then ice-water was added carefully, and the precipitated aluminum hydroxide was filtered off and washed with ether. Th... Product: C1(=CC(=CC=C1)NC(\C=C(\C)/OC)=O)C (N-(m-tolyl)-3-methoxy-crotonamide). Procedure: A mixture of 80 g of N-(m-tolyl)-acetoacetamide, 80 g of methyl orthoformate, 100 ml of methanol and 1 g of p-toluene sulfonic acid was refluxed with stirring for 6 hours and the volatile material was distilled off under reduced pressure. 300 ml of toluene and 1.5 ml of quinoline were added and the mixture was heated to about 140° C for 3 hours and then the rest of the toluene was evaporated. The residue was chromatographed over silica gel with a mixture of 9-1 methylene chloride-ethyl acetate a... Conditions: temperature 140 celsius, time 6 hour. The reactants are C1(=CC(=CC=C1)NC(CC(=O)C)=O)C (N-(m-tolyl)-acetoacetamide), C(OC)([O-])[O-] (methyl orthoformate). The solvent is CO (methanol). The reagents and catalysts are C1(=CC=C(C=C1)S(=O)(=O)O)C (p-toluene sulfonic acid). Isolated yield 46.6%. As a reaction SMILES: [C:1]1([CH3:14])[CH:6]=[CH:5][CH:4]=[C:3]([NH:7][C:8](=[O:13])[CH2:9][C:10]([CH3:12])=[O:11])[CH:2]=1.[CH:15]([O-])([O-])OC>C1(C)C=CC(S(O)(=O)=O)=CC=1.CO>[C:1]1([CH3:14])[CH:6]=[CH:5][CH:4]=[C:3]([NH:7][C:8](=[O:13])/[CH:9]=[C:10](\[O:11][CH3:15])/[CH3:12])[CH:2]=1. The reactants are [H-].[Al+3].[Li+].[H-].[H-].[H-] (lithium aluminium hydride), [OH-].[Na+] (NaOH), S1C(=CC=C1)CCC#N (2-thiophenepropanenitrile), O (H2O), O (water). Run in CCOCC (Et2O), CCOCC (Et2O). Conditions: time 18 hour. Yields the product S1C(=CC=C1)CCCN (2-thiophenepropanamine). The yield is 555.6%. As a reaction SMILES: [S:1]1[CH:5]=[CH:4][CH:3]=[C:2]1[CH2:6][CH2:7][C:8]#[N:9].[H-].[Al+3].[Li+].[H-].[H-].[H-].O.[OH-].[Na+]>CCOCC>[S:1]1[CH:5]=[CH:4][CH:3]=[C:2]1[CH2:6][CH2:7][CH2:8][NH2:9] |f:1.2.3.4.5.6,8.9|. Procedure: The product of Example 41 (8.3 g, 10.5 mmol) dissolved in 25 ml of Et2O was added dropwise (15 min.) to a stirred slurry of lithium aluminium hydride (LAH) in 125 ml of dry Et2O under an Ar atmosphere at room temperature. After the addition was complete the reaction was stirred at room temperature an additional 18 h. With great care, 8.0 ml of water were added dropwise to the vigorously stirred reaction mixture. Following this, 8.0 ml of 4N NaOH were then carefully added. Finally 22 ml of H2O we... Reactants: BrC=1C=C2C(=NC1)OC1=CC=C(C=C1[C@@]21N=C(OC1)N)OCC(C)(C)C ((R)-3-bromo-7-(neopentyloxy)-5′H-spiro[chromeno[2,3-b]pyridine-5,4′-oxazol]-2′-amine), C([O-])([O-])=O.[K+].[K+] (potassium carbonate), N1=CC(=CC=C1)B(O)O (3-pyridylboronic acid), C1CCOC1 (THF). The reagents and catalysts are C=1C=CC(=CC1)[P](C=2C=CC=CC2)(C=3C=CC=CC3)[Pd]([P](C=4C=CC=CC4)(C=5C=CC=CC5)C=6C=CC=CC6)([P](C=7C=CC=CC7)(C=8C=CC=CC8)C=9C=CC=CC9)[P](C=1C=CC=CC1)(C=1C=CC=CC1)C=1C=CC=CC1 (tetrakis(triphenylphosphine)palladium). Solvent: C(C)(=O)OCC (ethyl acetate), O (Water). Reaction conditions: temperature 110 celsius. The product is C(C(C)(C)C)OC=1C=C2C(=CC1)OC1=NC=C(C=C1[C@]21N=C(OC1)N)C=1C=NC=CC1 ((R)-7-(neopentyloxy)-3-(pyridin-3-yl)-5′H-spiro[chromeno[2,3-b]pyridine-5,4′-oxazol]-2′-amine). RXN SMILES: Br[C:2]1[CH:3]=[C:4]2[C@@:15]3([CH2:19][O:18][C:17]([NH2:20])=[N:16]3)[C:14]3[C:9](=[CH:10][CH:11]=[C:12]([O:21][CH2:22][C:23]([CH3:26])([CH3:25])[CH3:24])[CH:13]=3)[O:8][C:5]2=[N:6][CH:7]=1.[N:27]1[CH:32]=[CH:31][CH:30]=[C:29](B(O)O)[CH:28]=1.C1COCC1.C(=O)([O-])[O-].[K+].[K+]>C1C=CC([P]([Pd]([P](C2C=CC=CC=2)(C2C=CC=CC=2)C2C=CC=CC=2)([P](C2C=CC=CC=2)(C2C=CC=CC=2)C2C=CC=CC=2)[P](C2C=CC=CC=2)(C2C=CC=CC=2)C2C=CC=CC=2)(C2C=CC=CC=2)C2C=CC=CC=2)=CC=1.O.C(OCC)(=O)C>[CH2:22]([O:21][C:12]1[CH:13]=[C:14]2[C@:15]3([CH2:19][O:18][C:17]([NH2:20])=[N:16]3)[C:4]3[C:5](=[N:6][CH:7]=[C:2]([C:29]4[CH:28]=[N:27][CH:32]=[CH:31][CH:30]=4)[CH:3]=3)[O:8][C:9]2=[CH:10][CH:11]=1)[C:23]([CH3:26])([CH3:25])[CH3:24] |f:3.4.5,^1:50,52,71,90|. Procedure details: Combined (R)-3-bromo-7-(neopentyloxy)-5′H-spiro[chromeno[2,3-b]pyridine-5,4′-oxazol]-2′-amine (9.15 g, 21.88 mmol), tetrakis(triphenylphosphine)palladium (2.53 g, 2.188 mmol) and 3-pyridylboronic acid (6.72 g, 54.7 mmol). Added THF (146 mL, 21.88 mmol) followed by potassium carbonate (1.5 M) (58.3 mL, 88 mmol). Flushed reaction tube with argon, sealed and heated at 110° C. for 2.5 hours. The reaction was allowed to cool to room temperature before being poured into a separatory funnel containing ...